From a dataset of the Open Reaction Database (ORD), a public repository of structured organic reaction records. describe an organic reaction: reactants, conditions, products, and yield Reactants: BrC=1C(=NC=C(C(=O)NC2=CC=C(C=C2)OC(F)(F)F)C1)N1C[C@@H](CCC1)O ((R)-5-bromo-6-(3-hydroxypiperidin-1-yl)-N-(4-(trifluoromethoxy)phenyl)nicotinamide), N1=CN=CC(=C1)B(O)O (pyrimidin-5-ylboronic acid). Yields the product O[C@H]1CN(CCC1)C1=NC=C(C(=O)NC2=CC=C(C=C2)OC(F)(F)F)C=C1C=1C=NC=NC1 ((R)-6-(3-Hydroxypiperidin-1-yl)-5-(pyrimidin-5-yl)-N-(4-(trifluoromethoxy)phenyl)nicotinamide). Reaction SMILES: Br[C:2]1[C:3]([N:22]2[CH2:27][CH2:26][CH2:25][C@@H:24]([OH:28])[CH2:23]2)=[N:4][CH:5]=[C:6]([CH:21]=1)[C:7]([NH:9][C:10]1[CH:15]=[CH:14][C:13]([O:16][C:17]([F:20])([F:19])[F:18])=[CH:12][CH:11]=1)=[O:8].[N:29]1[CH:34]=[C:33](B(O)O)[CH:32]=[N:31][CH:30]=1>>[OH:28][C@@H:24]1[CH2:25][CH2:26][CH2:27][N:22]([C:3]2[C:2]([C:33]3[CH:34]=[N:29][CH:30]=[N:31][CH:32]=3)=[CH:21][C:6]([C:7]([NH:9][C:10]3[CH:15]=[CH:14][C:13]([O:16][C:17]([F:20])([F:19])[F:18])=[CH:12][CH:11]=3)=[O:8])=[CH:5][N:4]=2)[CH2:23]1. Reported procedure: The title compound was prepared in an analogous fashion to that described in Example 118 using (R)-5-bromo-6-(3-hydroxypiperidin-1-yl)-N-(4-(trifluoromethoxy)phenyl)nicotinamide (Stage 121.1) and pyrimidin-5-ylboronic acid to afford a white solid. UPLC-MS (condition 1) tR=2.21 min, m/z=460.01 [M+H]+, m/z=458.2 [M−H]−; 1H-NMR (400 MHz, DMSO-d6) δ ppm 1.21-1.39 (m, 2H) 1.56-1.65 (m, 1H) 1.77-1.86 (m, 1H) 2.63 (dd, J=11.86, 8.44 Hz, 1H) 2.75-2.84 (m, 1H) 3.35-3.38 (m, 1H) 3.43-3.49 (m, 1H) 3.49-3.5... Reactants: COC(C1=C(C=C2C(=C1)OCO2)Br)OC (2-Bromo-4,5-methylenedioxybenzaldehyde dimethyl-acetal), C(C)(C)OC=1C=C(C=O)C=CC1OC(C)C (3,4-diisopropoxybenzaldehyde), C(#CC(=O)OCC)C(=O)OCC (diethyl acetylene-dicarboxylate). The product is C(C)(C)OC=1C=C(C=CC1OC(C)C)C1=C(C(=C(C2=CC3=C(C=C12)OCO3)O)C(=O)OCC)C(=O)OCC (1-(3,4-diisopropoxyphenyl)-2,3-bis(ethoxycarbonyl)-4-hydroxy-6,7-methylenedioxynaphthalene). The yield is 51.0%. RXN SMILES: CO[CH:3]([O:14]C)[C:4]1[CH:9]=[C:8]2[O:10][CH2:11][O:12][C:7]2=[CH:6][C:5]=1Br.[CH:16]([O:19][C:20]1[CH:21]=[C:22]([CH:25]=[CH:26][C:27]=1[O:28][CH:29]([CH3:31])[CH3:30])[CH:23]=O)([CH3:18])[CH3:17].[C:32]([C:39]([O:41][CH2:42][CH3:43])=[O:40])#[C:33][C:34]([O:36][CH2:37][CH3:38])=[O:35]>>[CH:16]([O:19][C:20]1[CH:21]=[C:22]([C:23]2[C:5]3[C:4](=[CH:9][C:8]4[O:10][CH2:11][O:12][C:7]=4[CH:6]=3)[C:3]([OH:14])=[C:33]([C:34]([O:36][CH2:37][CH3:38])=[O:35])[C:32]=2[C:39]([O:41][CH2:42][CH3:43])=[O:40])[CH:25]=[CH:26][C:27]=1[O:28][CH:29]([CH3:31])[CH3:30])([CH3:18])[CH3:17]. Procedure: 2-Bromo-4,5-methylenedioxybenzaldehyde dimethyl-acetal, 3,4-diisopropoxybenzaldehyde and diethyl acetylene-dicarboxylate are treated in the same manner as described in Example 1, whereby 1-(3,4-diisopropoxyphenyl)-2,3-bis(ethoxycarbonyl)-4-hydroxy-6,7-methylenedioxynaphthalene is obtained.